Dataset: the Open Reaction Database (ORD), a public repository of structured organic reaction records. Task: describe an organic reaction: reactants, conditions, products, and yield Starting materials: C(=O)([O-])[O-].[K+].[K+] (K2CO3), OC1=C(C=O)C(=CC=C1)O (2,6-dihydroxybenzaldehyde), ClCC=1CCN(CC1C1=CC=CC=C1)C (4-(chloromethyl)-1-methyl-5-phenyl-1,2,3,6-tetrahydropyridine). Run in CN(C)C=O (DMF), CN(C)C=O (DMF), CCOC(=O)C (EtOAc). Reaction conditions: temperature 50 celsius. The product is OC1=C(C=O)C(=CC=C1)OCC=1CCN(CC1C1=CC=CC=C1)C (2-hydroxy-6-((1-methyl-5-phenyl-1,2,3,6-tetrahydropyridin-4-yl)methoxy)benzaldehyde). Isolated yield 26.6%. Reaction SMILES: C([O-])([O-])=O.[K+].[K+].[OH:7][C:8]1[CH:15]=[CH:14][CH:13]=[C:12]([OH:16])[C:9]=1[CH:10]=[O:11].Cl[CH2:18][C:19]1[CH2:20][CH2:21][N:22]([CH3:31])[CH2:23][C:24]=1[C:25]1[CH:30]=[CH:29][CH:28]=[CH:27][CH:26]=1>CN(C=O)C.CCOC(C)=O>[OH:7][C:8]1[CH:15]=[CH:14][CH:13]=[C:12]([O:16][CH2:18][C:19]2[CH2:20][CH2:21][N:22]([CH3:31])[CH2:23][C:24]=2[C:25]2[CH:30]=[CH:29][CH:28]=[CH:27][CH:26]=2)[C:9]=1[CH:10]=[O:11] |f:0.1.2|. Procedure: To a suspension of K2CO3 (350 mg, 2.56 mmol) and 2,6-dihydroxybenzaldehyde (180 mg, 1.28 mmol) in DMF (3 ml) was added a solution of 4-(chloromethyl)-1-methyl-5-phenyl-1,2,3,6-tetrahydropyridine (140 mg, 0.64 mmol) in DMF (4 mL), the mixture was heated at 50° C. for 3 h, cooled to room temperature, and was diluted with EtOAc, organic layer was separated and aqueous layer was extracted with EtOAc. EtOAc layers were combined, washed with Sat. NaHCO3, brine, dried over Na2SO4, and was concentrated ... The reagents and catalysts are [Pd] (Pd—C). RXN SMILES: [C:1]([O:5][C:6](=[O:17])[NH:7][C@@H:8]1[CH2:13][CH2:12][CH2:11][CH2:10][C@@H:9]1[N:14]=[N+]=[N-])([CH3:4])([CH3:3])[CH3:2]>CO.[Pd]>[C:1]([O:5][C:6](=[O:17])[NH:7][C@@H:8]1[CH2:13][CH2:12][CH2:11][CH2:10][C@@H:9]1[NH2:14])([CH3:4])([CH3:2])[CH3:3]. Run in CO (methanol). Starting materials: C(C)(C)(C)OC(N[C@H]1[C@H](CCCC1)N=[N+]=[N-])=O ((1R,2S) (2-Azidocyclohexyl-carbamic acid) tert-butyl ester). Yield: 68.4%. Reported procedure: To a solution of compound (1R,2S) (2-Azidocyclohexyl-carbamic acid) tert-butyl ester (1.8 g, 7.5 mmol) in methanol (20 mL), 10% Pd—C (360 mg) was added and hydrogenated at 32 psi for 4 h Parr hydrogenator. The reaction mixture was filtered on a celite pad and the filterate was concentrated to give the title compound as a solid (1.1 g, 69%), which was used without further purification. MS: (M+1): 215.07 Reaction conditions: time 4 hour. The product is C(C)(C)(C)OC(N[C@H]1[C@H](CCCC1)N)=O ((1R,2S) (2-amino-cyclohexyl)-carbamic acid tert-butyl ester). The reactants are [Na] (sodium), FC(CO)(F)F (2,2,2-Trifluoro-ethanol), FC(OC1=CC=C(C=C1)N1C(C2C(C1)CC1(OC1)C2)=O)(F)F (rac-(3aR,5S,6aS)-2-[4-(trifluoromethoxy)phenyl]hexahydro-1H-spiro[cyclopenta[c]pyrrole-5,2′-oxiran]-1-one). The solvent is O (water). Conditions: temperature 80 celsius, time 5 minute. Yields the product OC1(CC2C(C(N(C2)C2=CC=C(C=C2)OC(F)(F)F)=O)C1)COCC(F)(F)F (5-Hydroxy-5-(2,2,2-trifluoro-ethoxymethyl)-2-(4-trifluoromethoxy-phenyl)-hexahydro-cyclopenta[c]pyrrol-1-one). Reaction SMILES: [Na].[F:2][C:3]([F:7])([F:6])[CH2:4][OH:5].[F:8][C:9]([F:29])([F:28])[O:10][C:11]1[CH:16]=[CH:15][C:14]([N:17]2[CH2:21][CH:20]3[CH2:22][C:23]4([CH2:26][CH:19]3[C:18]2=[O:27])[CH2:25][O:24]4)=[CH:13][CH:12]=1>O>[OH:24][C:23]1([CH2:25][O:5][CH2:4][C:3]([F:7])([F:6])[F:2])[CH2:26][CH:19]2[C:18](=[O:27])[N:17]([C:14]3[CH:13]=[CH:12][C:11]([O:10][C:9]([F:8])([F:28])[F:29])=[CH:16][CH:15]=3)[CH2:21][CH:20]2[CH2:22]1 |^1:0|. Reported procedure: A small piece of sodium was added to 2,2,2-Trifluoro-ethanol (20 mL), and the mixture was stirred at 80° C. for 5 minutes, then rac-(3aR,5S,6aS)-2-[4-(trifluoromethoxy)phenyl]hexahydro-1H-spiro[cyclopenta[c]pyrrole-5,2′-oxiran]-1-one was added. The mixture was stirred for 6 h. The solution was then poured into water (25 mL) and extracted with ether (3×20 mL), dried over Na2SO4. The solvent was removed and the residue was purified by prep-TLC (petroleum ether:ethyl acetate=1:1) to yield the title... Starting materials: C=O, Cc1ccc(N2CCN(C(=O)OCC3CCNCC3)CC2)cc1, O=CO, O. As a reaction SMILES: [CH2:24]=[O:25].[CH3:1][c:2]1[cH:3][cH:4][c:5]([N:8]2[CH2:9][CH2:10][N:11]([C:14](=[O:15])[O:16][CH2:17][CH:18]3[CH2:19][CH2:20][NH:21][CH2:22][CH2:23]3)[CH2:12][CH2:13]2)[cH:6][cH:7]1.[CH:27]([OH:28])=[O:29].[OH2:26]>>[CH3:1][c:2]1[cH:3][cH:4][c:5]([N:8]2[CH2:9][CH2:10][N:11]([C:14](=[O:15])[O:16][CH2:17][CH:18]3[CH2:19][CH2:20][N:21]([CH3:24])[CH2:22][CH2:23]3)[CH2:12][CH2:13]2)[cH:6][cH:7]1. Product: Cc1ccc(N2CCN(C(=O)OCC3CCN(C)CC3)CC2)cc1. Starting materials: [BH4-], Cc1c(O)cc2c(c1C)OCC1(CC1)C2O, CC(=O)O, ClCCl, [Na+], O=C(O)C(F)(F)F. The product is Cc1c(O)cc2c(c1C)OCC1(CC1)C2. As a reaction SMILES: [BH4-:12].[CH3:14][c:15]1[c:16]([OH:29])[cH:17][c:18]2[c:23]([c:24]1[CH3:25])[O:22][CH2:21][C:20]1([CH:19]2[OH:28])[CH2:26][CH2:27]1.[CH3:8][C:9](=[O:10])[OH:11].[Cl:30][CH2:31][Cl:32].[Na+:13].[OH:1][C:2]([C:3]([F:4])([F:5])[F:6])=[O:7]>>[CH3:14][c:15]1[c:16]([OH:29])[cH:17][c:18]2[c:23]([c:24]1[CH3:25])[O:22][CH2:21][C:20]1([CH2:19]2)[CH2:26][CH2:27]1. Reactants: OC1=CC2=CC=CC=C2C=C1C(=O)O (2-hydroxynaphthalene-3-carboxylic acid), C1=C(C=CC2=CC=CC=C12)O (β-naphthol), [H-].[Na+] (sodium hydride). Product: C1=C(C=CC2=CC=CC=C12)[O-].[Na+] (sodium β-naphtholate). RXN SMILES: [OH:1][C:2]1[C:11](C(O)=O)=[CH:10][C:9]2[C:4](=[CH:5][CH:6]=[CH:7][CH:8]=2)[CH:3]=1.C1C2C(=CC=CC=2)C=CC=1O.[H-].[Na+:27]>>[CH:3]1[C:4]2[C:9](=[CH:8][CH:7]=[CH:6][CH:5]=2)[CH:10]=[CH:11][C:2]=1[O-:1].[Na+:27] |f:2.3,4.5|. Procedure: 2-hydroxynaphthalene-3-carboxylic acid is important as an intermediate for pigments or dyes. Generally, the compound is synthesized by reacting β-naphthol with sodium hydride to give sodium β-naphtholate, reacting the resulting compound with carbon dioxide under pressure to give sodium 2-hydroxynaphthalene-3-carboxylate and then, isolating the desired compound by means of acid precipitation i.e. by adding a mineral acid to the salt. Reactants: BrCCCCCCCC(=O)NC1=C(C(=O)NCC=2C(=C3C(=NC2CC)N(N=C3)CC)NC3CCOCC3)C=CC=C1 (2-[(8-bromooctanoyl)amino]-N-{[1,6-diethyl-4-(tetrahydro-2H-pyran-4-ylamino)-1H-pyrazolo[3,4-b]pyridin-5-yl]methyl}benzamide), BrCCCCCCCC(=O)NC1=C(C(=O)NCC=2C(=C3C(=NC2CC)N(N=C3)CC)NC3CCOCC3)C=CC=C1 (2-[(8-bromooctanoyl)amino]-N-{[1,6-diethyl-4-(tetrahydro-2H-pyran-4-ylamino)-1H-pyrazolo[3,4-b]pyridin-5-yl]methyl}benzamide), CNCCO (2-(methylamino)ethanol), C(C)(C)N(C(C)C)CC (N,N-diisopropylethylamine). Run in CN(C=O)C (N,N-dimethylformamide). Reaction conditions: temperature 60 celsius. Yields the product C(C)N1N=CC=2C1=NC(=C(C2NC2CCOCC2)CNC(C2=C(C=CC=C2)NC(CCCCCCCN(C)CCO)=O)=O)CC (N-{[1,6-diethyl-4-(tetrahydro-2H-pyran-4-ylamino)-1H-pyrazolo[3,4-b]pyridin-5-yl]methyl}-2-({8-[(2-hydroxyethyl)(methyl)amino]octanoyl}amino)benzamide). RXN SMILES: Br[CH2:2][CH2:3][CH2:4][CH2:5][CH2:6][CH2:7][CH2:8][C:9]([NH:11][C:12]1[CH:41]=[CH:40][CH:39]=[CH:38][C:13]=1[C:14]([NH:16][CH2:17][C:18]1[C:19]([NH:31][CH:32]2[CH2:37][CH2:36][O:35][CH2:34][CH2:33]2)=[C:20]2[CH:28]=[N:27][N:26]([CH2:29][CH3:30])[C:21]2=[N:22][C:23]=1[CH2:24][CH3:25])=[O:15])=[O:10].[CH3:42][NH:43][CH2:44][CH2:45][OH:46].C(N(CC)C(C)C)(C)C>CN(C)C=O>[CH2:29]([N:26]1[C:21]2=[N:22][C:23]([CH2:24][CH3:25])=[C:18]([CH2:17][NH:16][C:14](=[O:15])[C:13]3[CH:38]=[CH:39][CH:40]=[CH:41][C:12]=3[NH:11][C:9](=[O:10])[CH2:8][CH2:7][CH2:6][CH2:5][CH2:4][CH2:3][CH2:2][N:43]([CH2:44][CH2:45][OH:46])[CH3:42])[C:19]([NH:31][CH:32]3[CH2:33][CH2:34][O:35][CH2:36][CH2:37]3)=[C:20]2[CH:28]=[N:27]1)[CH3:30]. Procedure details: A solution of 2-[(8-bromooctanoyl)amino]-N-{[1,6-diethyl-4-(tetrahydro-2H-pyran-4-ylamino)-1H-pyrazolo[3,4-b]pyridin-5-yl]methyl}benzamide (68 mg, 0.11 mmol, e.g. which can be as prepared in Intermediate 46) in N,N-dimethylformamide (5 ml) was treated with 2-(methylamino)ethanol (0.0175 ml, 0.22 mmol, commercially available e.g. from Aldrich) and N,N-diisopropylethylamine (0.038 ml, 0.22 mmol) and heated at 60° C. for 16 hours. The solvent was evaporated and the residue purified by mass directed... Reactants: OC=1C=CC=C2C=CC=NC12 (8-hydroxyquinoline), BrC1=C(C=CC=C1)NC(C)=O (2-bromo-1-acetylaminobenzene), solution, C[O-].[Na+] (sodium methoxide). The reagents and catalysts are [Cu] (copper). Solvent: CO (methanol), CO (methanol). Product: C(C)(=O)NC1=C(C=CC=C1)OC (2-acetamidoanisole). Yield: 866.6%. RXN SMILES: C[O-].[Na+].[OH:4][C:5]1C=CC=C2C=1N=CC=C2.Br[C:16]1[CH:21]=[CH:20][CH:19]=[CH:18][C:17]=1[NH:22][C:23](=[O:25])[CH3:24]>CO.[Cu]>[C:23]([NH:22][C:17]1[CH:18]=[CH:19][CH:20]=[CH:21][C:16]=1[O:4][CH3:5])(=[O:25])[CH3:24] |f:0.1|. Procedure: 2.3 ml of a 28% solution of sodium methoxide in methanol and 63 mg of copper powder were added to 40 ml of methanol, and the mixture was heated under reflux for 1 hour. Then, 145 mg of 8-hydroxyquinoline and 2.14 g of 2-bromo-1-acetylaminobenzene were added thereto, and the mixture was heated under reflux for 3 hours. The reaction mixture was treated in a usual manner, to obtain 1.43 g (yield: 87%) of the desired compound. The reactants are N(=O)[O-].[Na+] (sodium nitrite), Br.N[C@H](C(=O)O)[C@H](CC)C(=O)OC ((2S, 3S)-2-Amino-3-(methoxycarbonyl)pentanoic acid hydrobromide), solid. The solvent is Br (hydrobromic acid). Run at temperature -9 celsius, time 2 hour. Yields the product Br[C@H](C(=O)O)[C@@H](CC)C(=O)OC ((25, 3S)-2-Bromo-3-(methoxycarbonyl)pentanoic acid). As a reaction SMILES: [BrH:1].N[C@@H:3]([C@@H:7]([C:10]([O:12][CH3:13])=[O:11])[CH2:8][CH3:9])[C:4]([OH:6])=[O:5].N([O-])=O.[Na+]>Br>[Br:1][C@@H:3]([C@H:7]([C:10]([O:12][CH3:13])=[O:11])[CH2:8][CH3:9])[C:4]([OH:6])=[O:5] |f:0.1,2.3|. Procedure details: To a stirred suspension of crude amino acid salt (2S,3S)-2-amino-3-(methoxycarbonyl)pentanoic acid hydrobromide (19.6 g) of Example 7 in aqueous hydrobromic acid (2.5N), cooled to -9° C. with an ice water-salt-acetone bath, was added sodium nitrite (10.0 g, 144.9 mmol) in small portions over a 1.5 h period, keeping the internal temperature (measured by electronic internal temperature probe) below -7° C. The reaction mixture was stirred for 2 h in the cooling bath after the addition was complete,...